From a dataset of the Open Reaction Database (ORD), a public repository of structured organic reaction records. describe an organic reaction: reactants, conditions, products, and yield Reactants: C=1C=CC(=CC1)P(C=2C=CC=CC2)C3=CC=C4C=CC=CC4=C3C5=C6C=CC=CC6=CC=C5P(C=7C=CC=CC7)C=8C=CC=CC8 (BINAP), CC(C)([O-])C.[Na+] (sodium tert-butoxide), NCC(C(F)(F)F)(CC(C)(C)C1=C(C=CC(=C1)F)OC)O (2-(aminomethyl)-1,1,1-trifluoro-4-[5-fluoro-2-(methyloxy)phenyl]-4-methyl-2-pentanol), NCC(C(F)(F)F)(CC(C)(C)C1=C(C=CC(=C1)F)OC)O (2-(aminomethyl)-1,1,1-trifluoro-4-[5-fluoro-2-(methyloxy)phenyl]-4-methyl-2-pentanol), BrC1=C2C=NN(C2=CC(=C1)C)C1=CC(=CC=C1)OC (4-bromo-6-methyl-1-[3-(methyloxy)phenyl]-1H-indazole), BrC1=C2C=NN(C2=CC(=C1)C)C1=CC(=CC=C1)OC (4-bromo-6-methyl-1-[3-(methyloxy)phenyl]-1H-indazole), NCC(C(F)(F)F)(CC(C)(C)C1=C(C=CC(=C1)F)OC)O (2-(aminomethyl)-1,1,1-trifluoro-4-[5-fluoro-2-(methyloxy)phenyl]-4-methyl-2-pentanol). Reagents/catalysts: C=1C=CC(=CC1)/C=C/C(=O)/C=C/C2=CC=CC=C2.C=1C=CC(=CC1)/C=C/C(=O)/C=C/C2=CC=CC=C2.C=1C=CC(=CC1)/C=C/C(=O)/C=C/C2=CC=CC=C2.[Pd].[Pd] (tris(dibenzylideneacetone)dipalladium(0)). The solvent is C1(=CC=CC=C1)C (toluene), C1(=CC=CC=C1)C (toluene), C(C)(=O)OCC (ethyl acetate). The product is FC(C(CC(C)(C)C1=C(C=CC(=C1)F)OC)(O)CNC1=C2C=NN(C2=CC(=C1)C)C1=CC(=CC=C1)OC)(F)F (1,1,1-Trifluoro-4-[5-fluoro-2-(methyloxy)phenyl]-4-methyl-2-[({6-methyl-1-[3-(methyloxy)phenyl]-1H-indazol-4-yl}amino)methyl]-2-pentanol). Yield: 85.9%. Reaction SMILES: [NH2:1][CH2:2][C:3]([OH:21])([CH2:8][C:9]([C:12]1[CH:17]=[C:16]([F:18])[CH:15]=[CH:14][C:13]=1[O:19][CH3:20])([CH3:11])[CH3:10])[C:4]([F:7])([F:6])[F:5].Br[C:23]1[CH:31]=[C:30]([CH3:32])[CH:29]=[C:28]2[C:24]=1[CH:25]=[N:26][N:27]2[C:33]1[CH:38]=[CH:37][CH:36]=[C:35]([O:39][CH3:40])[CH:34]=1.C1C=CC(P(C2C(C3C(P(C4C=CC=CC=4)C4C=CC=CC=4)=CC=C4C=3C=CC=C4)=C3C(C=CC=C3)=CC=2)C2C=CC=CC=2)=CC=1.CC(C)([O-])C.[Na+]>C1(C)C=CC=CC=1.C(OCC)(=O)C.C1C=CC(/C=C/C(/C=C/C2C=CC=CC=2)=O)=CC=1.C1C=CC(/C=C/C(/C=C/C2C=CC=CC=2)=O)=CC=1.C1C=CC(/C=C/C(/C=C/C2C=CC=CC=2)=O)=CC=1.[Pd].[Pd]>[F:5][C:4]([F:7])([F:6])[C:3]([CH2:2][NH:1][C:23]1[CH:31]=[C:30]([CH3:32])[CH:29]=[C:28]2[C:24]=1[CH:25]=[N:26][N:27]2[C:33]1[CH:38]=[CH:37][CH:36]=[C:35]([O:39][CH3:40])[CH:34]=1)([OH:21])[CH2:8][C:9]([C:12]1[CH:17]=[C:16]([F:18])[CH:15]=[CH:14][C:13]=1[O:19][CH3:20])([CH3:11])[CH3:10] |f:3.4,7.8.9.10.11|. Reported procedure: A mixture of 2-(aminomethyl)-1,1,1-trifluoro-4-[5-fluoro-2-(methyloxy)phenyl]-4-methyl-2-pentanol (Intermediate 18, 743 mg, 2.4 mmol), 4-bromo-6-methyl-1-[3-(methyloxy)phenyl]-1H-indazole (Intermediate 16, 657 mg, 2.07 mmol), tris(dibenzylideneacetone)dipalladium(0) (117 mg, 0.13 mmol), racemic-BINAP (141 mg, 0.23 mmol) and sodium tert-butoxide (429 mg, 4.46 mmol) in toluene (30 mL) was heated under reflux in an atmosphere of nitrogen for 2 hours. The mixture was cooled, combined with crude prod...